This data is from the Open Reaction Database (ORD), a public repository of structured organic reaction records. The task is: describe an organic reaction: reactants, conditions, products, and yield Reactants: 2-[, C[NH+]1CCOCC1.NC1=NC(=C(C(=C1C#N)C1=CC=C(C(=O)[O-])C=C1)C#N)S (4-(2-amino-3,5-dicyano-6-sulfanyl-4-pyridinyl)benzoic acid N-methylmorpholinium salt), BrCC(=O)N (bromoacetamide), C(=O)(O)[O-].[Na+] (NaHCO3). Solvent: CN(C)C=O (DMF). Product: NC1=NC(=C(C(=C1C#N)C1=CC=C(C(=O)O)C=C1)C#N)SCC(=O)N (4-{2-Amino-6-[(2-amino-2-oxoethyl)sulfanyl]-3,5-dicyano-4-pyridinyl}-benzoic acid). RXN SMILES: C[NH+]1CCOCC1.[NH2:8][C:9]1[C:14]([C:15]#[N:16])=[C:13]([C:17]2[CH:25]=[CH:24][C:20]([C:21]([O-:23])=[O:22])=[CH:19][CH:18]=2)[C:12]([C:26]#[N:27])=[C:11]([SH:28])[N:10]=1.Br[CH2:30][C:31]([NH2:33])=[O:32].C([O-])(O)=O.[Na+]>CN(C=O)C>[NH2:8][C:9]1[C:14]([C:15]#[N:16])=[C:13]([C:17]2[CH:25]=[CH:24][C:20]([C:21]([OH:23])=[O:22])=[CH:19][CH:18]=2)[C:12]([C:26]#[N:27])=[C:11]([S:28][CH2:30][C:31]([NH2:33])=[O:32])[N:10]=1 |f:0.1,3.4|. Procedure: 72 mg (0.18 mmol) of 2-[4-(2-amino-3,5-dicyano-6-sulfanyl-4-pyridinyl)benzoic acid N-methylmorpholinium salt together with 59.2 mg (0.27 mmol) of bromoacetamide and 60.9 mg (0.72 mmol) of NaHCO3 are stirred in 0.5 ml of DMF overnight. After filtration, the reaction solution is prepurified by preparative HPLC. The isolated fraction is reconcentrated under reduced pressure and the residue is purified by preparative thin-layer chromatography. The reactants are COC1=CC(=C(/C=C/C(=O)OC)C=C1)NS(=O)(=O)C1=CC=C(C=C1)C (methyl trans-4-methoxy-2-(p-toluenesulfonylamino)cinnamate), ClC1=CC=C2C(=C(NC2=C1)C(=O)C1=NC=CC(=C1)C)CC(=O)O ([6-Chloro-2-(4-methylpyridine-2-Carbonyl)-1H-indol-3-yl]acetic Acid). Product: COC(CC1=C(NC2=CC(=CC=C12)OC)C(=O)C1=NC=CC(=C1)C)=O (Methyl[6-methoxy-2-(4-methylpyridine-2-carbonyl)-1H-indol-3-yl]acetate). RXN SMILES: [CH3:1][O:2][C:3]1[CH:14]=[CH:13][C:6](/[CH:7]=[CH:8]/[C:9]([O:11][CH3:12])=[O:10])=[C:5]([NH:15]S(C2C=CC(C)=CC=2)(=O)=O)[CH:4]=1.ClC1C=C2C(C(CC(O)=O)=[C:32]([C:36]([C:38]3[CH:43]=[C:42]([CH3:44])[CH:41]=[CH:40][N:39]=3)=[O:37])N2)=CC=1>>[CH3:12][O:11][C:9](=[O:10])[CH2:8][C:7]1[C:6]2[C:5](=[CH:4][C:3]([O:2][CH3:1])=[CH:14][CH:13]=2)[NH:15][C:32]=1[C:36]([C:38]1[CH:43]=[C:42]([CH3:44])[CH:41]=[CH:40][N:39]=1)=[O:37]. Procedure: The title compound was prepared according to the procedure described in Example 57 from methyl trans-4-methoxy-2-(p-toluenesulfonylamino)cinnamate (step 3) and 2-bromoacetyl-4-methylpyridine hydrobromide (Preparation is described in step 2 of Example 31). Reactants: S1C(=CC2=C1C1=C(OCC2)C=CC=C1)C(=O)O (4,5-dihydrobenzo[b]thieno[2,3-d]oxepine-2-carboxylic acid), ClC1=C(NC)C=CC=C1 (2-chloro-N-methylaniline). The product is ClC1=C(C=CC=C1)N(C(=O)C1=CC2=C(C3=C(OCC2)C=CC=C3)S1)C (N-(2-chlorophenyl)-N-methyl-4,5-dihydrobenzo[b]thieno[2,3-d]oxepine-2-carboxamide). As a reaction SMILES: [S:1]1[C:5]2[C:6]3[CH:14]=[CH:13][CH:12]=[CH:11][C:7]=3[O:8][CH2:9][CH2:10][C:4]=2[CH:3]=[C:2]1[C:15]([OH:17])=O.[Cl:18][C:19]1[CH:26]=[CH:25][CH:24]=[CH:23][C:20]=1[NH:21][CH3:22]>>[Cl:18][C:19]1[CH:26]=[CH:25][CH:24]=[CH:23][C:20]=1[N:21]([CH3:22])[C:15]([C:2]1[S:1][C:5]2[C:6]3[CH:14]=[CH:13][CH:12]=[CH:11][C:7]=3[O:8][CH2:9][CH2:10][C:4]=2[CH:3]=1)=[O:17]. Procedure details: Following General Procedure C, 157 is prepared from 4,5-dihydrobenzo[b]thieno[2,3-d]oxepine-2-carboxylic acid and 2-chloro-N-methylaniline. MS: (ESI+) 370.1 The reactants are CCNC(=O)Nc1nc2cc(Br)cc(-c3cccnc3)c2s1, C1COCCO1, CO, OB(O)c1cncnc1. The product is CCNC(=O)Nc1nc2cc(-c3cncnc3)cc(-c3cccnc3)c2s1. RXN SMILES: [Br:1][c:2]1[cH:3][c:4](-[c:17]2[cH:18][n:19][cH:20][cH:21][cH:22]2)[c:5]2[c:6]([n:7][c:8]([NH:10][C:11](=[O:12])[NH:13][CH2:14][CH3:15])[s:9]2)[cH:16]1.[CH2:32]1[O:33][CH2:34][CH2:35][O:36][CH2:37]1.[CH3:38][OH:39].[n:23]1[cH:24][n:25][cH:26][c:27]([B:29]([OH:30])[OH:31])[cH:28]1>>[c:2]1(-[c:27]2[cH:26][n:25][cH:24][n:23][cH:28]2)[cH:3][c:4](-[c:17]2[cH:18][n:19][cH:20][cH:21][cH:22]2)[c:5]2[c:6]([n:7][c:8]([NH:10][C:11](=[O:12])[NH:13][CH2:14][CH3:15])[s:9]2)[cH:16]1. Starting materials: CCN=C=NCCCN(C)C, CCN(C(C)C)C(C)C, O=C(O)c1cc(F)c(Cl)cc1Cl, Cl, Cl, CN(C)C=O, O, On1nnc2ccccc21, O=C(CC(=O)N1CCNCC1)Nc1ccc(-c2ccccc2)cc1. Product: O=C(CC(=O)N1CCN(C(=O)c2cc(F)c(Cl)cc2Cl)CC1)Nc1ccc(-c2ccccc2)cc1. RXN SMILES: [CH3:32][CH2:33][N:34]=[C:35]=[N:36][CH2:37][CH2:38][CH2:39][N:40]([CH3:41])[CH3:42].[CH:11]([N:12]([CH2:13][CH3:14])[CH:15]([CH3:16])[CH3:17])([CH3:18])[CH3:19].[Cl:20][c:21]1[c:22]([C:23](=[O:24])[OH:25])[cH:26][c:27]([F:31])[c:28]([Cl:30])[cH:29]1.[ClH:43].[ClH:44].[O:69]=[CH:70][N:71]([CH3:72])[CH3:73].[OH2:74].[OH:1][n:2]1[c:3]2[c:4]([cH:5][cH:6][cH:7][cH:8]2)[n:9][n:10]1.[c:45]1(-[c:63]2[cH:64][cH:65][cH:66][cH:67][cH:68]2)[cH:46][cH:47][c:48]([NH:51][C:52]([CH2:53][C:54]([N:55]2[CH2:56][CH2:57][NH:58][CH2:59][CH2:60]2)=[O:61])=[O:62])[cH:49][cH:50]1>>[Cl:20][c:21]1[c:22]([C:23](=[O:25])[N:58]2[CH2:57][CH2:56][N:55]([C:54]([CH2:53][C:52]([NH:51][c:48]3[cH:47][cH:46][c:45](-[c:63]4[cH:64][cH:65][cH:66][cH:67][cH:68]4)[cH:50][cH:49]3)=[O:62])=[O:61])[CH2:60][CH2:59]2)[cH:26][c:27]([F:31])[c:28]([Cl:30])[cH:29]1.